This data is from the Open Reaction Database (ORD), a public repository of structured organic reaction records. The task is: describe an organic reaction: reactants, conditions, products, and yield The reactants are C[C@@]12C(CC[C@H]1[C@@H]1CCC3=CC(CC[C@]3(C)[C@H]1CC2)=O)=O (androst-4-ene-3,17-dione), C[C@@]12C(CC[C@H]1[C@@H]1CCC3=CC(C=C[C@]3(C)[C@H]1CC2)=O)=O (androsta-1,4-diene-3,17-dione), C[C@@]12C(CC[C@H]1[C@@H]1CCC3=CC(CC[C@]3(C)C1=CC2)=O)=O (androsta-4,9(11) -diene-3,17-dione), corticoids. Product: O[C@@]12[C@]3(CCC(C=C3CC[C@H]1[C@@H]1CCC([C@@]1(C)CC2)=O)=O)C (9α-hydroxy-androst-4ene-3,17-dione). As a reaction SMILES: [CH3:1][C@:2]12[CH2:19][CH2:18][C@H:17]3[C@@H:7]([CH2:8][CH2:9][C:10]4[C@:15]3([CH3:16])[CH2:14][CH2:13][C:12](=[O:20])[CH:11]=4)[C@@H:6]1[CH2:5][CH2:4][C:3]2=[O:21].C[C@]12CC[C@H]3[C@@H](CCC4[C@]3(C)C=CC(=[O:41])C=4)[C@@H]1CCC2=O.C[C@]12CC=C3[C@@H](CCC4[C@]3(C)CCC(=O)C=4)[C@@H]1CCC2=O>>[OH:41][C@:17]12[CH2:18][CH2:19][C@@:2]3([CH3:1])[C@@H:6]([CH2:5][CH2:4][C:3]3=[O:21])[C@@H:7]1[CH2:8][CH2:9][C:10]1[C@:15]2([CH3:16])[CH2:14][CH2:13][C:12](=[O:20])[CH:11]=1. Reported procedure: We have carried on investigations with attention to the fact that corticoids can be prepared through fewer steps from the aforementioned androst-4-ene-3,17-dione, androsta-1,4-diene-3,17-dione or androsta-4,9(11) -diene-3,17-dione which has recently be produced inexpensively and in a large scale from 9α-hydroxy-androst-4ene-3,17-dione which has also recently be produced by a fermentative process. Reactants: [H-].[Na+] (NaH), O (water), ClC=1C=NC=C(C1C)Cl (3,5-dichloro-4-methyl-pyridine), ClC1=NN=CC2=C(C(=CC=C12)OC)C#CC1=CC=CC=C1 (1-chloro-6-methoxy-5-phenylethynyl-phthalazine). Solvent: CN(C)C=O (DMF), CN(C)C=O (DMF). Conditions: time 1 hour. Yields the product ClC=1C=NC=C(C1CC1=NN=CC2=C(C(=CC=C12)OC)C#CC1=CC=CC=C1)Cl (1-(3,5-Dichloro-pyridin-4-ylmethyl)-6-methoxy-5-phenylethynyl-phthalazine). Yield: 60.2%. Reaction SMILES: [Cl:1][C:2]1[CH:3]=[N:4][CH:5]=[C:6]([Cl:9])[C:7]=1[CH3:8].[H-].[Na+].Cl[C:13]1[C:22]2[C:17](=[C:18]([C:25]#[C:26][C:27]3[CH:32]=[CH:31][CH:30]=[CH:29][CH:28]=3)[C:19]([O:23][CH3:24])=[CH:20][CH:21]=2)[CH:16]=[N:15][N:14]=1.O>CN(C=O)C>[Cl:1][C:2]1[CH:3]=[N:4][CH:5]=[C:6]([Cl:9])[C:7]=1[CH2:8][C:13]1[C:22]2[C:17](=[C:18]([C:25]#[C:26][C:27]3[CH:28]=[CH:29][CH:30]=[CH:31][CH:32]=3)[C:19]([O:23][CH3:24])=[CH:20][CH:21]=2)[CH:16]=[N:15][N:14]=1 |f:1.2|. Procedure details: A solution under N2 of 3,5-dichloro-4-methyl-pyridine (0.768 g, 4.74 mmoles) in dry DMF (10 ml) was added under stirring at room temperature with 60% NaH (189.6 mg, 4.74 mmoles) and the mixture was stirred for 1 hour, then dropwise added with 1-chloro-6-methoxy-5-phenylethynyl-phthalazine (700 mg, 2.37 mmoles), prepared as described in example 61, in dry DMF (20 ml). After 3 hours the mixture was poured into water, extracted with ethyl acetate, washed with water, anhydrified over Na2SO4 and brou... The reactants are C1=CC(=CC=C1O)OC2=CC=C(C=C2)O (4,4'-dihydroxydiphenyl ether), O1C(C1)CCC=1C=NC=CC1 ((±)-3-(2-oxiranylethyl)pyridine), [H-].[Na+] (sodium hydride). Solvent: CN(C=O)C (dimethylformamide). The product is OC1=CC=C(OC2=CC=C(OCC(CCC=3C=NC=CC3)O)C=C2)C=C1 ((±)-α-(4-(4-Hydroxyphenoxy)phenoxymethyl)-3-pyridinepropanol). Yield: 14.0%. As a reaction SMILES: [CH:1]1[C:6]([OH:7])=[CH:5][CH:4]=[C:3]([O:8][C:9]2[CH:14]=[CH:13][C:12]([OH:15])=[CH:11][CH:10]=2)[CH:2]=1.[O:16]1[CH2:18][CH:17]1[CH2:19][CH2:20][C:21]1[CH:22]=[N:23][CH:24]=[CH:25][CH:26]=1.[H-].[Na+]>CN(C)C=O>[OH:15][C:12]1[CH:13]=[CH:14][C:9]([O:8][C:3]2[CH:2]=[CH:1][C:6]([O:7][CH2:18][CH:17]([OH:16])[CH2:19][CH2:20][C:21]3[CH:22]=[N:23][CH:24]=[CH:25][CH:26]=3)=[CH:5][CH:4]=2)=[CH:10][CH:11]=1 |f:2.3|. Reported procedure: Prepared according to the method described in Example 5 from 4,4'-dihydroxydiphenyl ether (1.68 g), (±)-3-(2-oxiranylethyl)pyridine (1.24 g) and sodium hydride (60% dispersion in oil; 0.319 g) in dimethylformamide (20 ml) at 100° C. for 2 hours to give the title compound as a white solid (0.41 g). Reactants: O=C(Cl)c1ccccc1, O=C(c1ccc(F)cc1)C1CCN(CCn2c(=O)[nH]c3cscc3c2=O)CC1. The product is O=C(c1ccc(F)cc1)C1CCN(CCn2c(=O)c3cscc3n(C(=O)c3ccccc3)c2=O)CC1. RXN SMILES: [C:29]([c:30]1[cH:31][cH:32][cH:33][cH:34][cH:35]1)(=[O:36])[Cl:37].[F:1][c:2]1[cH:3][cH:4][c:5]([C:6](=[O:7])[CH:8]2[CH2:9][CH2:10][N:11]([CH2:14][CH2:15][n:16]3[c:17](=[O:26])[nH:18][c:19]4[c:20]([c:21]3=[O:22])[cH:23][s:24][cH:25]4)[CH2:12][CH2:13]2)[cH:27][cH:28]1>>[F:1][c:2]1[cH:3][cH:4][c:5]([C:6](=[O:7])[CH:8]2[CH2:9][CH2:10][N:11]([CH2:14][CH2:15][n:16]3[c:17](=[O:26])[n:18]([C:29]([c:30]4[cH:31][cH:32][cH:33][cH:34][cH:35]4)=[O:36])[c:19]4[c:20]([c:21]3=[O:22])[cH:23][s:24][cH:25]4)[CH2:12][CH2:13]2)[cH:27][cH:28]1. RXN SMILES: Cl.[C:2]1([CH:8]2[CH:13]=[CH:12][NH:11][CH2:10][CH2:9]2)[CH:7]=[CH:6][CH:5]=[CH:4][CH:3]=1>O.CCO.[Pd]>[C:2]1([CH:8]2[CH2:9][CH2:10][NH:11][CH2:12][CH2:13]2)[CH:7]=[CH:6][CH:5]=[CH:4][CH:3]=1 |f:0.1|. Yields the product C1(=CC=CC=C1)C1CCNCC1 (4-Phenylpiperidine). The reagents and catalysts are [Pd] (Pd/C). The yield is 59.1%. Procedure: A mixture of 20.5 g (104.9 mmol) of 4-phenyltetrahydropyridine hydrochloride (Aldrich) and 0.5 g of 10% Pd/C in 40 mL of H2O and 160 mL of EtOH was stirred under hydrogen at 45 psi for 2 h. The reaction mixture was then filtered though a thin pad of celite eluting with EtOH and H2O. The filtrate was concentrated and the residue was stirred in 75 mL of ether. To it at 0° C. was added 5 g of solid NaOH. The layers were separated and the aqueous layer was extracted with ether. The combined organic ... Run in O (H2O), CCO (EtOH). Starting materials: Cl.C1(=CC=CC=C1)C1CCNC=C1 (4-phenyltetrahydropyridine hydrochloride). Conditions: time 2 hour. Starting materials: CCO, O=C1c2ccccc2C(=O)N1OCc1ccsc1Cl, NN. Product: NOCc1ccsc1Cl. As a reaction SMILES: [CH3:22][CH2:23][OH:24].[Cl:1][c:2]1[s:3][cH:4][cH:5][c:6]1[CH2:7][O:8][N:9]1[C:10](=[O:11])[c:12]2[cH:13][cH:14][cH:15][cH:16][c:17]2[C:18]1=[O:19].[NH2:20][NH2:21]>>[Cl:1][c:2]1[s:3][cH:4][cH:5][c:6]1[CH2:7][O:8][NH2:9]. The reactants are Nc1cc(Cl)ccc1[N+](=O)[O-], [K+], [K+], O=C([O-])[O-], CN(C)C=O, O, c1ccc(N2CCNCC2)nc1. Yields the product Nc1cc(N2CCN(c3ccccn3)CC2)ccc1[N+](=O)[O-]. As a reaction SMILES: [Cl:1][c:2]1[cH:3][cH:4][c:5]([N+:9](=[O:10])[O-:11])[c:6]([NH2:8])[cH:7]1.[K+:24].[K+:25].[O-:26][C:27]([O-:28])=[O:29].[O:31]=[CH:32][N:33]([CH3:34])[CH3:35].[OH2:30].[n:12]1[c:13]([N:18]2[CH2:19][CH2:20][NH:21][CH2:22][CH2:23]2)[cH:14][cH:15][cH:16][cH:17]1>>[c:2]1([N:21]2[CH2:20][CH2:19][N:18]([c:13]3[n:12][cH:17][cH:16][cH:15][cH:14]3)[CH2:23][CH2:22]2)[cH:3][cH:4][c:5]([N+:9](=[O:10])[O-:11])[c:6]([NH2:8])[cH:7]1.